Dataset: the Open Reaction Database (ORD), a public repository of structured organic reaction records. Task: describe an organic reaction: reactants, conditions, products, and yield The reactants are [BH4-], CCCC[N+](CCCC)(CCCC)CCCC, ClCCl, CC1C(=O)C2C(NC(=O)COc3ccccc3)C(=O)N2C1C(=O)OCOC(=O)C(C)(C)C. The product is CC1C(O)C2C(NC(=O)COc3ccccc3)C(=O)N2C1C(=O)OCOC(=O)C(C)(C)C. As a reaction SMILES: [BH4-:33].[CH2:34]([N+:35]([CH2:36][CH2:37][CH2:38][CH3:39])([CH2:40][CH2:41][CH2:42][CH3:43])[CH2:44][CH2:45][CH2:46][CH3:47])[CH2:48][CH2:49][CH3:50].[CH2:51]([Cl:52])[Cl:53].[CH3:1][CH:2]1[C:3](=[O:32])[CH:4]2[N:5]([CH:6]1[C:7](=[O:8])[O:9][CH2:10][O:11][C:12]([C:13]([CH3:14])([CH3:15])[CH3:16])=[O:17])[C:18](=[O:31])[CH:19]2[NH:20][C:21]([CH2:22][O:23][c:24]1[cH:25][cH:26][cH:27][cH:28][cH:29]1)=[O:30]>>[CH3:1][CH:2]1[CH:3]([OH:32])[CH:4]2[N:5]([CH:6]1[C:7](=[O:8])[O:9][CH2:10][O:11][C:12]([C:13]([CH3:14])([CH3:15])[CH3:16])=[O:17])[C:18](=[O:31])[CH:19]2[NH:20][C:21]([CH2:22][O:23][c:24]1[cH:25][cH:26][cH:27][cH:28][cH:29]1)=[O:30]. Starting materials: C(=O)OO (performic acid), N[C@@H](CS)C(=O)O (Cysteine), N[C@@H](CS(=O)(O)=O)C(=O)O (cysteic acid). The solvent is Cl (hydrochloric acid). Product: N[C@@H](CO)C(=O)O (serine), N[C@@H]([C@H](O)C)C(=O)O (threonine). Reaction SMILES: [NH2:1][C@H:2]([C:5]([OH:7])=[O:6])[CH2:3]S.[NH2:8][C@H:9]([C:15]([OH:17])=O)CS(=O)(O)=[O:12].[CH:18]([O:20]O)=[O:19]>Cl>[NH2:1][C@H:2]([C:5]([OH:7])=[O:6])[CH2:3][OH:12].[NH2:8][C@H:9]([C:18]([OH:20])=[O:19])[C@@H:15]([CH3:2])[OH:17]. Reported procedure: This analysis was conducted after the mutein was hydrolyzed in 6N hydrochloric acid containing 4% thioglycolic acid at 110° C. for 24 hours and 48 hours. Cysteine was quantitated as cysteic acid after performic acid oxidation. The values for serine and threonine were obtained by extrapolating the 0-hour value from the 24- and 48-hour values. The reactants are CCNCC, C#CCN1C(=O)c2ccccc2C1=O, ClCCl, O=C(c1ccccc1)c1cc(Cl)ccc1I, [I-], Cl[Pd]Cl, c1ccc(P(c2ccccc2)c2ccccc2)cc1. Yields the product O=C(c1ccccc1)c1cc(Cl)ccc1C#CCN1C(=O)c2ccccc2C1=O. RXN SMILES: [CH2:37]([NH:38][CH2:39][CH3:40])[CH3:41].[CH2:42]([C:43]#[CH:44])[N:45]1[C:46](=[O:55])[c:47]2[c:48]([cH:51][cH:52][cH:53][cH:54]2)[C:49]1=[O:50].[CH2:59]([Cl:60])[Cl:61].[Cl:21][c:22]1[cH:23][cH:24][c:25]([I:36])[c:26]([C:27](=[O:28])[c:29]2[cH:30][cH:31][cH:32][cH:33][cH:34]2)[cH:35]1.[I-:20].[Pd:56]([Cl:57])[Cl:58].[c:1]1([P:2]([c:3]2[cH:4][cH:5][cH:6][cH:7][cH:8]2)[c:9]2[cH:10][cH:11][cH:12][cH:13][cH:14]2)[cH:15][cH:16][cH:17][cH:18][cH:19]1>>[Cl:21][c:22]1[cH:23][cH:24][c:25]([C:44]#[C:43][CH2:42][N:45]2[C:46](=[O:55])[c:47]3[c:48]([cH:51][cH:52][cH:53][cH:54]3)[C:49]2=[O:50])[c:26]([C:27](=[O:28])[c:29]2[cH:30][cH:31][cH:32][cH:33][cH:34]2)[cH:35]1. Starting materials: O (water), C(C)OC(CCNCC(C(=O)OCC)C1=CC(=C(C=C1)Cl)Cl)=O (N-[2-(3,4-dichlorophenyl)-3-ethoxy-3-oxopropyl]-β-alanine ethyl ester), C([O-])([O-])=O.[Na+].[Na+] (sodium carbonate), C(C1=CC=CC=C1)Br (benzyl bromide). Run in C(C)#N (acetonitrile). Reaction conditions: temperature 75 celsius, time 2 hour. The product is C(C)OC(CCN(CC(C(=O)OCC)C1=CC(=C(C=C1)Cl)Cl)CC1=CC=CC=C1)=O (N-benzyl-N-[2-(3,4-dichlorophenyl)-3-ethoxy-3-oxopropyl]-β-alanine ethyl ester). Yield: 99.7%. RXN SMILES: [CH2:1]([O:3][C:4](=[O:23])[CH2:5][CH2:6][NH:7][CH2:8][CH:9]([C:15]1[CH:20]=[CH:19][C:18]([Cl:21])=[C:17]([Cl:22])[CH:16]=1)[C:10]([O:12][CH2:13][CH3:14])=[O:11])[CH3:2].C(=O)([O-])[O-].[Na+].[Na+].[CH2:30](Br)[C:31]1[CH:36]=[CH:35][CH:34]=[CH:33][CH:32]=1.O>C(#N)C>[CH2:1]([O:3][C:4](=[O:23])[CH2:5][CH2:6][N:7]([CH2:30][C:31]1[CH:36]=[CH:35][CH:34]=[CH:33][CH:32]=1)[CH2:8][CH:9]([C:15]1[CH:20]=[CH:19][C:18]([Cl:21])=[C:17]([Cl:22])[CH:16]=1)[C:10]([O:12][CH2:13][CH3:14])=[O:11])[CH3:2] |f:1.2.3|. Procedure: To a solution of the compound (27.8 g) obtained in step 2 and sodium carbonate (16.3 g) in acetonitrile (132 mL) was added benzyl bromide (14.4 g) at room temperature, and the mixture was stirred at 75° C. for 2 hr. The reaction mixture was poured into water, and the resultant product was extracted with ethyl acetate. The organic layer was washed with brine and dried, and the solvent was evaporated under reduced pressure. The obtained residue was purified by silica gel column chromatography (sol... The reactants are C(C)(C)N(C(C)C)CC (N,N-diisopropylethylamine), Cl.NO (hydroxylamine hydrochloride), BrC1=CC=CC(=N1)NC(=S)NC(=O)OCC (1-(6-Bromo-pyridin-2-yl)-3-carboethoxy-thiourea). The solvent is CCO.CO (EtOH MeOH). Reaction conditions: temperature 20 celsius, time 1 hour. The product is BrC1=CC=CC=2N1N=C(N2)N (5-Bromo-[1,2,4]triazolo[1,5-a]pyridin-2-ylamine). As a reaction SMILES: Cl.NO.C([N:7](CC)C(C)C)(C)C.[Br:13][C:14]1[N:19]=[C:18]([NH:20][C:21]([NH:23]C(OCC)=O)=S)[CH:17]=[CH:16][CH:15]=1>CCO.CO>[Br:13][C:14]1[N:19]2[N:7]=[C:21]([NH2:23])[N:20]=[C:18]2[CH:17]=[CH:16][CH:15]=1 |f:0.1,4.5|. Procedure: To a suspension of hydroxylamine hydrochloride (101.8 g, 1.465 mol) in EtOH/MeOH (1:1, 900 mL) is added N,N-diisopropylethylamine (145.3 mL, 0.879 mol) and the mixture is stirred at room temp. (20° C.) for 1 h. 1-(6-Bromo-pyridin-2-yl)-3-carboethoxy-thiourea (2) (89.0 g, 0.293 mol) is then added and the mixture slowly heated to reflux (Note: bleach scrubber is required to quench H2S evolved). After 3 h at reflux, the mixture is allowed to cool and filtered to collect the precipitated solid. Furt... The reactants are CCCCCNC(=O)N(C)c1cccc(-c2cnc(CCC(=O)OC)nc2)c1, [Li+], C1CCOC1, [OH-], O. The product is CCCCCNC(=O)N(C)c1cccc(-c2cnc(CCC(=O)O)nc2)c1. As a reaction SMILES: [CH3:3][N:4]([C:5](=[O:6])[NH:7][CH2:8][CH2:9][CH2:10][CH2:11][CH3:12])[c:13]1[cH:14][c:15](-[c:19]2[cH:20][n:21][c:22]([CH2:25][CH2:26][C:27](=[O:28])[O:29][CH3:30])[n:23][cH:24]2)[cH:16][cH:17][cH:18]1.[Li+:1].[O:32]1[CH2:33][CH2:34][CH2:35][CH2:36]1.[OH-:2].[OH2:31]>>[CH3:3][N:4]([C:5](=[O:6])[NH:7][CH2:8][CH2:9][CH2:10][CH2:11][CH3:12])[c:13]1[cH:14][c:15](-[c:19]2[cH:20][n:21][c:22]([CH2:25][CH2:26][C:27](=[O:28])[OH:29])[n:23][cH:24]2)[cH:16][cH:17][cH:18]1. Run at temperature 50 celsius, time 30 minute. RXN SMILES: [N+]([O-])([O-])=O.[Na+].[CH2:6]([O:9][C:10]1[CH:11]=[C:12]([C:16](N)=[CH:17][C:18]=1[O:19][CH2:20][CH:21]=[CH2:22])[C:13]([OH:15])=[O:14])[CH:7]=[CH2:8].Cl.C(=O)([O-])[O-].[K+].[K+].[Cu:31]Cl.[O-:33][C:34]#[N:35].[Na+]>O>[Cu:31][O:33][C:34]#[N:35].[CH2:6]([O:9][C:10]1[CH:11]=[C:12]([C:16]([C:34]#[N:35])=[CH:17][C:18]=1[O:19][CH2:20][CH:21]=[CH2:22])[C:13]([OH:15])=[O:14])[CH:7]=[CH2:8] |f:0.1,4.5.6,8.9|. The product is [Cu]OC#N (copper (I) cyanate), C(C=C)OC=1C=C(C(=O)O)C(=CC1OCC=C)C#N (3,4-diallyloxy-6-cyanobenzoic acid). Solvent: O (Water), O (water), O (water). Reactants: [Cu]Cl (copper (I) chloride), [O-]C#N.[Na+] (sodium cyanate), Cl (hydrochloric acid), aqueous solution, [N+](=O)([O-])[O-].[Na+] (sodium nitrate), C(C=C)OC=1C=C(C(=O)O)C(=CC1OCC=C)N (3,4-diallyloxy-6-aminobenzoic acid), aqueous solution, Cl (hydrochloric acid), C([O-])([O-])=O.[K+].[K+] (potassium carbonate). Reported procedure: A solution of sodium nitrate (2.0 mmol) in water (1 ml) was slowly added to a stirred suspension of 3,4-diallyloxy-6-aminobenzoic acid (1.8 mmol) in a 2N aqueous solution of hydrochloric acid (5 ml) at 0° C. Water (10 ml) was added and the reaction mixture stirred for 30 minutes. The pH of the mixture was adjusted to pH8 by the addition of solid potassium carbonate. A solution of copper (I) cyanate was prepared by dissolving copper (I) chloride (2.25 mmol) in a solution of sodium cyanate (6.3 mm... Reaction SMILES: [CH2:1]([O:3][CH:4]([O:26]CC)[CH2:5][N:6]([CH2:23][CH2:24][CH3:25])[C:7]1[C:12]([N+:13]([O-:15])=[O:14])=[CH:11][C:10]([C:16]([F:19])([F:18])[F:17])=[CH:9][C:8]=1[N+:20]([O-:22])=[O:21])[CH3:2].[CH2:29](O)CO.C1(C)C=CC(S(O)(=O)=O)=CC=1.[C:44]([O:47][CH2:48][CH3:49])(=[O:46])C>C(O)C>[CH2:23]([N:6]([CH:44]1[O:47][CH2:48][CH2:49][O:46]1)[C:7]1[C:8]([N+:20]([O-:22])=[O:21])=[CH:9][C:10]([C:16]([F:17])([F:18])[F:19])=[C:11]([CH3:29])[C:12]=1[N+:13]([O-:15])=[O:14])[CH2:24][CH3:25].[CH2:23]([N:6]([CH2:5][CH:4]1[O:3][CH2:1][CH2:2][O:26]1)[C:7]1[C:8]([N+:20]([O-:22])=[O:21])=[CH:9][C:10]([C:16]([F:19])([F:17])[F:18])=[CH:11][C:12]=1[N+:13]([O-:15])=[O:14])[CH2:24][CH3:25]. The reactants are C(C)(=O)OCC (ethyl acetate), C(C)OC(CN(C1=C(C=C(C=C1[N+](=O)[O-])C(F)(F)F)[N+](=O)[O-])CCC)OCC (N-(2,2-Diethoxyethyl)-N-propyl-2,6-dinitro-4-trifluoromethylaniline), C(CO)O (ethylene glycol), C1(=CC=C(C=C1)S(=O)(=O)O)C (p-toluenesulfonic acid). Product: C(CC)N(C1=C(C(=C(C=C1[N+](=O)[O-])C(F)(F)F)C)[N+](=O)[O-])C1OCCO1 (N-Propyl-N-1,3-dioxolan-2-yl methyl-2,6-dinitro-4-trifluoromethylaniline), C(CC)N(C1=C(C=C(C=C1[N+](=O)[O-])C(F)(F)F)[N+](=O)[O-])CC1OCCO1 (N-propyl-N-1,3-dioxolan-2-ylmethyl-2,6-dinitro-4-trifluoromethylaniline). Procedure: N-(2,2-Diethoxyethyl)-N-propyl-2,6-dinitro-4-trifluoromethylaniline (5.5 grams; 0.0132 mol), ethylene glycol (0.84 grams; 0.0132 mole), p-toluenesulfonic acid (200 mg) and ethanol solvent were placed in a glass reaction flask equipped with stirrer, heating mantle and thermometer. The mixture was heated to 120° C. After the reaction was completed, the reaction mixture was cooled to room temperature, ethyl acetate was added and the mixture was washed with water and sodium bicarbonate solution. The... Conditions: temperature 120 celsius. Run in C(C)O (ethanol). Reactants: CC(=O)OCC1=C(N2[C@@H]([C@@H](C2=O)N)SC1)C(=O)O (7-ACA), methanolic solution, COS(=O)(=O)O (methoxysulfonic acid), B(OC)(OC)OC (trimethyl borate), N (ammonia). Solvent: C(OC)(OC)=O (dimethyl carbonate). Reaction conditions: temperature 10 celsius, time 1.5 hour. Yields the product NC1[C@@H]2N(C(=C(CS2)COC)C(=O)O)C1=O (7-amino-3-methoxymethyl-3-cephem-4-carboxylic acid). Yield: 113.9%. RXN SMILES: COS(O)(=O)=O.B(OC)(OC)OC.C[C:15]([O:17][CH2:18][C:19]1[CH2:28][S:27][C@@H:22]2[C@H:23]([NH2:26])[C:24](=[O:25])[N:21]2[C:20]=1[C:29]([OH:31])=[O:30])=O.N>C(=O)(OC)OC>[NH2:26][CH:23]1[C:24](=[O:25])[N:21]2[C:20]([C:29]([OH:31])=[O:30])=[C:19]([CH2:18][O:17][CH3:15])[CH2:28][S:27][C@H:22]12. Procedure: 22.0 g of a methanolic solution of methoxysulfonic acid (prepared as described in Preparation 3) and 2.10 g of trimethyl borate were added to 30 ml of dimethyl carbonate. The mixture was cooled to 10° C. Next, 2.74 g of 7-ACA were added and the mixture was stirred at 10° C. for 1.5 hours. After completion of the reaction, the reaction mixture was poured over crushed ice, and aqueous ammonia was added thereto to adjust the pH to 3.5. The crystals precipitated were filtered off, washed with water ... Reactants: ClCCl, O=C(O)C(F)(F)F, CC(C)(C)OC(=O)C(NC(=O)c1ccc(-c2cnc3nnc(C4(c5ccc6ncsc6c5)CC4)n3n2)cc1)C(C)(C)C. Yields the product CC(C)(C)C(NC(=O)c1ccc(-c2cnc3nnc(C4(c5ccc6ncsc6c5)CC4)n3n2)cc1)C(=O)O. Reaction SMILES: [CH2:50]([Cl:51])[Cl:52].[OH:43][C:44]([C:45]([F:46])([F:47])[F:48])=[O:49].[s:1]1[cH:2][n:3][c:4]2[c:5]1[cH:6][c:7]([C:10]1([c:13]3[n:14][n:15][c:16]4[n:17]3[n:18][c:19](-[c:22]3[cH:23][cH:24][c:25]([C:26](=[O:27])[NH:28][CH:29]([C:30](=[O:31])[O:32][C:33]([CH3:34])([CH3:35])[CH3:36])[C:37]([CH3:38])([CH3:39])[CH3:40])[cH:41][cH:42]3)[cH:20][n:21]4)[CH2:11][CH2:12]1)[cH:8][cH:9]2>>[s:1]1[cH:2][n:3][c:4]2[c:5]1[cH:6][c:7]([C:10]1([c:13]3[n:14][n:15][c:16]4[n:17]3[n:18][c:19](-[c:22]3[cH:23][cH:24][c:25]([C:26](=[O:27])[NH:28][CH:29]([C:30](=[O:31])[OH:32])[C:37]([CH3:38])([CH3:39])[CH3:40])[cH:41][cH:42]3)[cH:20][n:21]4)[CH2:11][CH2:12]1)[cH:8][cH:9]2.